From a dataset of the Open Reaction Database (ORD), a public repository of structured organic reaction records. describe an organic reaction: reactants, conditions, products, and yield Reactants: NC=1C=C(C(=O)NC2=CC=C(C=C2)Br)C=CC1SC1=CC=C(C=C1)O (3-Amino-N-(4-bromo-phenyl)-4-(4-hydroxy-phenylsulfanyl)-benzamide), NC=1C=C(C(=O)NCC2=CC=C(C=C2)Br)C=CC1SC1=CC=C(C=C1)O (3-Amino-N-(4-bromo-benzyl)-4-(4-hydroxy-phenylsulfanyl)-benzamide), C(#N)C=1C(=NC(=CC1)C)N=CN(C)C (N′-(3-Cyano-6-methyl-pyridin-2-yl)-N,N-dimethyl-formamidine), C(#N)C=1C(=NC(=CC1)C)N=CN(C)C (N′-(3-Cyano-6-methyl-pyridin-2-yl)-N,N-dimethyl-formamidine), NC=1C=C(C(=O)NCC2=CC=C(C=C2)Br)C=CC1SC1=CC=C(C=C1)O (3-Amino-N-(4-bromo-benzyl)-4-(4-hydroxy-phenylsulfanyl)-benzamide), product. The product is BrC1=CC=C(CNC(C2=CC(=C(C=C2)SC2=CC=C(C=C2)O)NC=2C3=C(N=CN2)N=C(C=C3)C)=O)C=C1 (N-(4-Bromo-benzyl)-4-(4-hydroxy-phenylsulfanyl)-3-(7-methyl-pyrido[2,3-d]pyrimidin-4-ylamino)-benzamide). The yield is 40.0%. Reaction SMILES: [NH2:1][C:2]1[CH:3]=[C:4]([CH:16]=[CH:17][C:18]=1[S:19][C:20]1[CH:25]=[CH:24][C:23]([OH:26])=[CH:22][CH:21]=1)[C:5]([NH:7][CH2:8][C:9]1[CH:14]=[CH:13][C:12]([Br:15])=[CH:11][CH:10]=1)=[O:6].C([C:29]1[C:30]([N:36]=[CH:37][N:38]([CH3:40])C)=[N:31][C:32]([CH3:35])=[CH:33][CH:34]=1)#N.NC1C=C(C=CC=1SC1C=CC(O)=CC=1)C(NC1C=CC(Br)=CC=1)=O>>[Br:15][C:12]1[CH:13]=[CH:14][C:9]([CH2:8][NH:7][C:5](=[O:6])[C:4]2[CH:16]=[CH:17][C:18]([S:19][C:20]3[CH:25]=[CH:24][C:23]([OH:26])=[CH:22][CH:21]=3)=[C:2]([NH:1][C:40]3[C:29]4[CH:34]=[CH:33][C:32]([CH3:35])=[N:31][C:30]=4[N:36]=[CH:37][N:38]=3)[CH:3]=2)=[CH:10][CH:11]=1. Procedure: The product of Example 33A was reacted with the product of Example 9B using the procedure of Example 22C substituting the product of Example 33A for the product of Example 22B and substituting the product of Example 9B for the product of Example 8E to provide the crude title compound which was purified by column chromatography on silica gel using methanol/dichloromethane as eluent to provide the title product (40 mg, 40%). 1H NMR (500 MHz, DMSO-D6) δ ppm: 2.67 (s, 3 H) 4.41 (d, J=6.22 Hz, 2 H) 6... The reactants are CC(C)(C)C1CCCCN=C1OC (6-(1,1-dimethylethyl)-3,4,5,6-tetrahydro-7-methoxy-2H-azepine), [Cl-].[NH4+] (ammonium chloride). Reported procedure: The product of EXAMPLE 99 (551 mg, 2.7 mmol) in 10 mL of MeOH was reacted with ammonium chloride (145 mg, 2.7 mmol) by the method of EXAMPLE 27 to yield 350 mg of the crude title material. Run in CO (MeOH). The yield is 63.3%. Yields the product Cl.CC(C)(C)C1C(NCCCC1)=N (3-(1,1-dimethylethyl)-hexahydro-1H-azepin-2-imine, monohydrochloride). As a reaction SMILES: [CH3:1][C:2]([CH:5]1[C:11](OC)=[N:10][CH2:9][CH2:8][CH2:7][CH2:6]1)([CH3:4])[CH3:3].[Cl-:14].[NH4+:15]>CO>[ClH:14].[CH3:1][C:2]([CH:5]1[CH2:6][CH2:7][CH2:8][CH2:9][NH:10][C:11]1=[NH:15])([CH3:4])[CH3:3] |f:1.2,4.5|.